Task: describe an organic reaction: reactants, conditions, products, and yield. Dataset: the Open Reaction Database (ORD), a public repository of structured organic reaction records Starting materials: C1(=CC=CC=C1)S(=O)(=O)NN=C(C1=C(C=CC=C1)Br)Cl (α-chloro-2-bromobenzaldehyde phenylsulfonylhydrazone), CN1CCNCC1 (N-methylpiperazine). Solvent: O1CCCC1 (tetrahydrofuran). Run at time 3 hour. Yields the product C1(=CC=CC=C1)S(=O)(=O)NN=C(N1CCN(CC1)C)C1=C(C=CC=C1)Br (1-[[(Phenylsulfonyl)hydrazono]-(2-bromophenyl)methyl]-4-methylpiperazine). Isolated yield 124.8%. RXN SMILES: [C:1]1([S:7]([NH:10][N:11]=[C:12](Cl)[C:13]2[CH:18]=[CH:17][CH:16]=[CH:15][C:14]=2[Br:19])(=[O:9])=[O:8])[CH:6]=[CH:5][CH:4]=[CH:3][CH:2]=1.[CH3:21][N:22]1[CH2:27][CH2:26][NH:25][CH2:24][CH2:23]1>O1CCCC1>[C:1]1([S:7]([NH:10][N:11]=[C:12]([C:13]2[CH:18]=[CH:17][CH:16]=[CH:15][C:14]=2[Br:19])[N:25]2[CH2:26][CH2:27][N:22]([CH3:21])[CH2:23][CH2:24]2)(=[O:9])=[O:8])[CH:6]=[CH:5][CH:4]=[CH:3][CH:2]=1. Reported procedure: To a stirred solution, under nitrogen, of α-chloro-2-bromobenzaldehyde phenylsulfonylhydrazone (271.1 g; 720 mmol) in tetrahydrofuran (THF; 2 L), was added dropwise N-methylpiperazine (159.7 g; 1600 mmol). The reaction was stirred at ambient temperature for three hours, and then permitted to stand at ambient temperature for 16 hours. The reaction was chilled in an ice bath, and then filtered to remove the piperazine hydrochloride that was formed. The filtrate was concentrated to yield a brown gu... Starting materials: CCOC(C)=O, O=[N+]([O-])c1cnc2ccccc2c1NCC1(O)CCCCC1. Yields the product Nc1cnc2ccccc2c1NCC1(O)CCCCC1. As a reaction SMILES: [CH3:23][CH2:24][O:25][C:26](=[O:27])[CH3:28].[N+:1]([O-:2])(=[O:3])[c:4]1[cH:5][n:6][c:7]2[cH:8][cH:9][cH:10][cH:11][c:12]2[c:13]1[NH:14][CH2:15][C:16]1([OH:22])[CH2:17][CH2:18][CH2:19][CH2:20][CH2:21]1>>[NH2:1][c:4]1[cH:5][n:6][c:7]2[cH:8][cH:9][cH:10][cH:11][c:12]2[c:13]1[NH:14][CH2:15][C:16]1([OH:22])[CH2:17][CH2:18][CH2:19][CH2:20][CH2:21]1. Starting materials: ClC1=C(C=CC(=C1)Cl)CCC(=O)O (3-(2,4-dichlorophenyl)propanoic acid), ClC=1C=CC=C2C(CC3(CCNCC3)C12)CC(=O)OCC (ethyl 2-(7-chloro-2,3-dihydrospiro[indene-1,4′-piperidine]-3-yl)acetate). The product is ClC=1C=CC=C2C(CC3(CCN(CC3)C(CCC3=C(C=C(C=C3)Cl)Cl)=O)C12)CC(=O)O (2-(7-chloro-1′-(3-(2,4-dichlorophenyl)propanoyl)-2,3-dihydrospiro[indene-1,4′-piperidine]-3-yl)acetic acid). Reaction SMILES: [Cl:1][C:2]1[CH:7]=[C:6]([Cl:8])[CH:5]=[CH:4][C:3]=1[CH2:9][CH2:10][C:11]([OH:13])=O.[Cl:14][C:15]1[CH:16]=[CH:17][CH:18]=[C:19]2[C:28]=1[C:22]1([CH2:27][CH2:26][NH:25][CH2:24][CH2:23]1)[CH2:21][CH:20]2[CH2:29][C:30]([O:32]CC)=[O:31]>>[Cl:14][C:15]1[CH:16]=[CH:17][CH:18]=[C:19]2[C:28]=1[C:22]1([CH2:23][CH2:24][N:25]([C:11](=[O:13])[CH2:10][CH2:9][C:3]3[CH:4]=[CH:5][C:6]([Cl:8])=[CH:7][C:2]=3[Cl:1])[CH2:26][CH2:27]1)[CH2:21][CH:20]2[CH2:29][C:30]([OH:32])=[O:31]. Procedure details: The title compound was prepared following a procedure analogous to that described in Example 1 using 3-(2,4-dichlorophenyl)propanoic acid and ethyl 2-(7-chloro-2,3-dihydrospiro[indene-1,4′-piperidine]-3-yl)acetate followed by a procedure analogous to that in Example 2. LC-MS Method 1 tR=2.03, min, m/z=484, 482, 480 Reactants: C(C)(=O)O (acetic acid), CN[C@@H](C(C)C)C(=O)N[C@@H](C(C)C)C(=O)N(C)[C@H]([C@@H](CC(=O)N1[C@@H](CCC1)[C@@H]([C@H](C(N[C@@H](CC1=CC=CC=C1)C=1OC(=NN1)C1=CC=CC=C1)=O)C)OC)OC)[C@H](CC)C (N-methyl-L-valyl-N-[(3R,4S,5S)-3-methoxy-1-{(2S)-2-[(1R,2R)-1-methoxy-2-methyl-3-oxo-3-{[(1S)-2-phenyl-1-(5-phenyl-1,3,4-oxadiazol-2-yl)ethyl]amino}propyl]pyrrolidin-1-yl}-5-methyl-1-oxoheptan-4-yl]-N-methyl-L-valinamide), C(C)(=O)O (acetic acid), CN[C@@H](C(C)C)C(=O)N[C@@H](C(C)C)C(=O)N(C)[C@H]([C@@H](CC(=O)N1[C@@H](CCC1)[C@@H]([C@H](C(N[C@@H](CC1=CC=CC=C1)C=1OC(=NN1)C1=CC=CC=C1)=O)C)OC)OC)[C@H](CC)C (N-methyl-L-valyl-N-[(3R,4S,5S)-3-methoxy-1-{(2S)-2-[(1R,2R)-1-methoxy-2-methyl-3-oxo-3-{[(1S)-2-phenyl-1-(5-phenyl-1,3,4-oxadiazol-2-yl)ethyl]amino}propyl]pyrrolidin-1-yl}-5-methyl-1-oxoheptan-4-yl]-N-methyl-L-valinamide), O=CCCCCC(=O)O (6-oxohexanoic acid), FC(C(=O)O)(F)F (trifluoroacetic acid). The solvent is CO (methanol). Run at time 20 hour. Yields the product C(=O)(O)CCCCCN([C@@H](C(C)C)C(=O)N[C@@H](C(C)C)C(=O)N(C)[C@H]([C@@H](CC(=O)N1[C@@H](CCC1)[C@@H]([C@H](C(N[C@@H](CC1=CC=CC=C1)C=1OC(=NN1)C1=CC=CC=C1)=O)C)OC)OC)[C@H](CC)C)C (N-(5-carboxypentyl)-N-methyl-L-valyl-N-[(3R,4S,5S)-3-methoxy-1-{(2S)-2-[(1R,2R)-1-methoxy-2-methyl-3-oxo-3-{[(1S)-2-phenyl-1-(5-phenyl-1,3,4-oxadiazol-2-yl)ethyl]amino}propyl]pyrrolidin-1-yl}-5-methyl-1-oxoheptan-4-yl]-N-methyl-L-valinamide). Reaction SMILES: [CH3:1][NH:2][C@H:3]([C:7]([NH:9][C@H:10]([C:14]([N:16]([C@@H:18]([C@@H:57]([CH3:60])[CH2:58][CH3:59])[C@H:19]([O:55][CH3:56])[CH2:20][C:21]([N:23]1[CH2:27][CH2:26][CH2:25][C@H:24]1[C@H:28]([O:53][CH3:54])[C@@H:29]([CH3:52])[C:30](=[O:51])[NH:31][C@H:32]([C:40]1[O:41][C:42]([C:45]2[CH:50]=[CH:49][CH:48]=[CH:47][CH:46]=2)=[N:43][N:44]=1)[CH2:33][C:34]1[CH:39]=[CH:38][CH:37]=[CH:36][CH:35]=1)=[O:22])[CH3:17])=[O:15])[CH:11]([CH3:13])[CH3:12])=[O:8])[CH:4]([CH3:6])[CH3:5].O=[CH:62][CH2:63][CH2:64][CH2:65][CH2:66][C:67]([OH:69])=[O:68].C(O)(=O)C.FC(F)(F)C(O)=O>CO>[C:67]([CH2:66][CH2:65][CH2:64][CH2:63][CH2:62][N:2]([CH3:1])[C@H:3]([C:7]([NH:9][C@H:10]([C:14]([N:16]([C@@H:18]([C@@H:57]([CH3:60])[CH2:58][CH3:59])[C@H:19]([O:55][CH3:56])[CH2:20][C:21]([N:23]1[CH2:27][CH2:26][CH2:25][C@H:24]1[C@H:28]([O:53][CH3:54])[C@@H:29]([CH3:52])[C:30](=[O:51])[NH:31][C@H:32]([C:40]1[O:41][C:42]([C:45]2[CH:46]=[CH:47][CH:48]=[CH:49][CH:50]=2)=[N:43][N:44]=1)[CH2:33][C:34]1[CH:35]=[CH:36][CH:37]=[CH:38][CH:39]=1)=[O:22])[CH3:17])=[O:15])[CH:11]([CH3:13])[CH3:12])=[O:8])[CH:4]([CH3:5])[CH3:6])([OH:69])=[O:68]. Procedure: 25 mg (30 μmol) of N-methyl-L-valyl-N-[(3R,4S,5S)-3-methoxy-1-{(2S)-2-[(1R,2R)-1-methoxy-2-methyl-3-oxo-3-{[(1S)-2-phenyl-1-(5-phenyl-1,3,4-oxadiazol-2-yl)ethyl]amino}propyl]pyrrolidin-1-yl}-5-methyl-1-oxoheptan-4-yl]-N-methyl-L-valinamide (Intermediate 55) and 23 mg (180 μmol) of 6-oxohexanoic acid were taken up in 3 ml of methanol and acidified with acetic acid. At room temperature, 15 μl (144 μmol; 9.4M) of borane-pyridine complex were subsequently added. The reaction mixture was subsequently... The reactants are C=CCBr, CN(C)C=O, N#CC(C#N)Cc1ccc(Cl)nc1, Cl, [H-], [Na+]. Product: C=CCC(C#N)(C#N)Cc1ccc(Cl)nc1. RXN SMILES: [CH2:16]([CH:17]=[CH2:18])[Br:19].[CH3:21][N:22]([CH3:23])[CH:24]=[O:25].[Cl:1][c:2]1[cH:3][cH:4][c:5]([CH2:8][CH:9]([C:10]#[N:11])[C:12]#[N:13])[cH:6][n:7]1.[ClH:20].[H-:14].[Na+:15]>>[Cl:1][c:2]1[cH:3][cH:4][c:5]([CH2:8][C:9]([C:10]#[N:11])([C:12]#[N:13])[CH2:18][CH:17]=[CH2:16])[cH:6][n:7]1. The reactants are COC(COC(C1=CC=CC=C1)=O)OC (2-benzoyloxyacetaldehyde dimethyl acetal), SCCO (2-mercaptoethanol). The reagents and catalysts are O.C1(=CC=C(C=C1)S(=O)(=O)O)C (p-toluenesulfonic acid monohydrate). Solvent: C1(=CC=CC=C1)C (toluene). The product is C(C1=CC=CC=C1)(=O)OCC1OCCS1 (2-benzoyloxymethyl-1,3-oxathiolane). The yield is 102.9%. RXN SMILES: CO[CH:3]([O:14][CH3:15])[CH2:4][O:5][C:6](=[O:13])[C:7]1[CH:12]=[CH:11][CH:10]=[CH:9][CH:8]=1.[SH:16][CH2:17]CO>O.C1(C)C=CC(S(O)(=O)=O)=CC=1.C1(C)C=CC=CC=1>[C:6]([O:5][CH2:4][CH:3]1[S:16][CH2:17][CH2:15][O:14]1)(=[O:13])[C:7]1[CH:8]=[CH:9][CH:10]=[CH:11][CH:12]=1 |f:2.3|. Reported procedure: Aliquots of 2-benzoyloxyacetaldehyde dimethyl acetal (50.0 g) prepared according to Example 1, 2-mercaptoethanol (20.4 g), p-toluenesulfonic acid monohydrate (0.90 g) and toluene (250 mL) were placed in a three-neck flask, followed by heating. By-produced methanol was distilled off with the solvent. After distilling off about 150 mL, the reaction mixture was cooled to room temperature, was washed with a saturated aqueous sodium hydrogen carbonate solution and water and was dried over anhydrous s... Starting materials: ClC1=C2C(=CN(C2=CC(=C1)OC)[Si](C(C)(C)C)(C(C)(C)C)C(C)(C)C)CN(C)C ((4-Chloro-6-methoxy-1-tri-tert-butylsilanyl-1H-indol-3-ylmethyl)-dimethyl-amine), CI (methyl iodide), C[Si](C)(C)C#N (trimethylsilyl cyanide), [F-].C(CCC)[N+](CCCC)(CCCC)CCCC (tetrabutylammonium fluoride). Run in C1=CC=CC=C1 (benzene), O1CCCC1 (tetrahydrofuran). Conditions: time 16 hour. Yields the product ClC1=C2C(=CNC2=CC(=C1)OC)CC#N ((4-Chloro-6-methoxy-1H-indol-3-yl)-acetonitrile). Reaction SMILES: [Cl:1][C:2]1[CH:10]=[C:9]([O:11][CH3:12])[CH:8]=[C:7]2[C:3]=1[C:4]([CH2:26]N(C)C)=[CH:5][N:6]2[Si](C(C)(C)C)(C(C)(C)C)C(C)(C)C.CI.C[Si]([C:36]#[N:37])(C)C.[F-].C([N+](CCCC)(CCCC)CCCC)CCC>C1C=CC=CC=1.O1CCCC1>[Cl:1][C:2]1[CH:10]=[C:9]([O:11][CH3:12])[CH:8]=[C:7]2[C:3]=1[C:4]([CH2:26][C:36]#[N:37])=[CH:5][NH:6]2 |f:3.4|. Procedure details: To a solution of (4-Chloro-6-methoxy-1-tri-tert-butylsilanyl-1H-indol-3-ylmethyl)-dimethyl-amine (0.73 g, 1.85 mmol) in benzene (20 ml) was added methyl iodide (0.52 g, 3.71 mmol). After stirring at ambient temperature for 16 hours, the solvent was removed under reduced pressure. The residue was suspended in anhydrous tetrahydrofuran (10 ml). To this solution was added, sequentially, trimethylsilyl cyanide (0.27 g, 2.78 mmol) and tetrabutylammonium fluoride (1.45 g, 5.56 mmol, 1M in tetrahydrofu... Starting materials: C(C1CO1)OCC1CO1 (glycidyl ether), C(CCCCCCCCCCCCC)O (tetradecanol). Product: C(CCCCCCCCCCCCC)OCC1COCC(O1)=O (6-Tetradecyloxymethyl-1,4-dioxan-2-one). As a reaction SMILES: [CH2:1]([O:5][CH2:6][CH:7]1[O:9]C1)[CH:2]1[O:4][CH2:3]1.[CH2:10]([OH:24])[CH2:11][CH2:12][CH2:13][CH2:14][CH2:15][CH2:16][CH2:17][CH2:18][CH2:19][CH2:20][CH2:21][CH2:22][CH3:23]>>[CH2:10]([O:24][CH2:3][CH:2]1[O:4][C:7](=[O:9])[CH2:6][O:5][CH2:1]1)[CH2:11][CH2:12][CH2:13][CH2:14][CH2:15][CH2:16][CH2:17][CH2:18][CH2:19][CH2:20][CH2:21][CH2:22][CH3:23]. Procedure details: Prepared from the glycidyl ether of tetradecanol.